This data is from the Open Reaction Database (ORD), a public repository of structured organic reaction records. The task is: describe an organic reaction: reactants, conditions, products, and yield Conditions: time 16 hour. Procedure: To a solution of 6.95 g (21 mmol) of N3 -(1,1-dimethylethyl)-N2,N2,1-trimethyl-1H-pyrrole-2,3-disulfonamide in 75 mL of methylene chloride under a nitrogen atmosphere was added 75 mL of TFA. The reaction mixture was allowed to stir at room temperature overnight ca. 16 hours. The reaction mixture was concentrated in vacuo. Three portions of diethyl ether were added to the solid residue and removed by evaporation to remove residual TFA. The solids were suspended in diethyl ether and filtered to yi... The product is CN(S(=O)(=O)C=1N(C=CC1S(=O)(=O)N)C)C (N2,N2,1-Trimethyl-1H-pyrrole-2,3-disulfonamide). RXN SMILES: CC([C:5]1[C:6]([S:17]([NH2:20])(=[O:19])=[O:18])=[C:7]([S:11]([N:14]([CH3:16])[CH3:15])(=[O:13])=[O:12])[N:8]([CH3:10])[CH:9]=1)(C)C.C(O)(C(F)(F)F)=O>C(Cl)Cl>[CH3:15][N:14]([CH3:16])[S:11]([C:7]1[N:8]([CH3:10])[CH:9]=[CH:5][C:6]=1[S:17]([NH2:20])(=[O:19])=[O:18])(=[O:12])=[O:13]. Reactants: CC(C)(C)C=1C(=C(N(C1)C)S(=O)(=O)N(C)C)S(=O)(=O)N ((1,1-dimethylethyl)-N2,N2,1-trimethyl-1H-pyrrole-2,3-disulfonamide), C(=O)(C(F)(F)F)O (TFA). The solvent is C(Cl)Cl (methylene chloride). Procedure details: [[(2,2-Dimethyl-1-oxopropoxy)methoxy](4-phenylbutyl)phosphinyl]acetic acid, phenylmethyl ester (2.95 g, 6.4 mmol) in 75 ml of ethyl acetate was hydrogenated at 48 psi over 10% palladium on charcoal catalyst (0.4 g) for 1 hour. The mixture was filtered through Celite and evaporated to dryness to give the title acid as a colorless oil which solidified to a solid, melting point 48°-50° C. Reagents/catalysts: [Pd] (palladium on charcoal). Starting materials: CC(C(OCOP(=O)(CCCCC1=CC=CC=C1)CC(=O)OCC1=CC=CC=C1)=O)(C)C ([[(2,2-Dimethyl-1-oxopropoxy)methoxy](4-phenylbutyl)phosphinyl]acetic acid, phenylmethyl ester). Reaction SMILES: [CH3:1][C:2]([CH3:32])([CH3:31])[C:3](=[O:30])[O:4][CH2:5][O:6][P:7]([CH2:19][C:20]([O:22]CC1C=CC=CC=1)=[O:21])([CH2:9][CH2:10][CH2:11][CH2:12][C:13]1[CH:18]=[CH:17][CH:16]=[CH:15][CH:14]=1)=[O:8]>C(OCC)(=O)C.[Pd]>[CH3:1][C:2]([CH3:32])([CH3:31])[C:3](=[O:30])[O:4][CH2:5][O:6][P:7]([CH2:19][C:20]([OH:22])=[O:21])([CH2:9][CH2:10][CH2:11][CH2:12][C:13]1[CH:18]=[CH:17][CH:16]=[CH:15][CH:14]=1)=[O:8]. The solvent is C(C)(=O)OCC (ethyl acetate). Product: CC(C(OCOP(=O)(CCCCC1=CC=CC=C1)CC(=O)O)=O)(C)C ([[(2,2-Dimethyl-1-oxopropoxy)methoxy](4-phenylbutyl)phosphinyl]acetic acid).